From a dataset of the Open Reaction Database (ORD), a public repository of structured organic reaction records. describe an organic reaction: reactants, conditions, products, and yield Starting materials: O (water), C1(CC1)NC(C1=CC(=C(C=C1)C)B1OC(C(O1)(C)C)(C)C)=O (N-Cyclopropyl-4-methyl-3-(4,4,5,5-tetramethyl-1,3,2-dioxaborolan-2-yl)benzamide), C([O-])([O-])=O.[K+].[K+] (potassium carbonate), BrC=1C=C2C=NN=C(C2=CC1)N1[C@H](CCC1C)C(=O)NC(C)C ((R)-1-(6-bromophthalazin-1-yl)-N-isopropyl-5-methylpyrrolidine-2-carboxamide), C(C)O (ethanol). The reagents and catalysts are C=1C=CC(=CC1)[P](C=2C=CC=CC2)(C=3C=CC=CC3)[Pd]([P](C=4C=CC=CC4)(C=5C=CC=CC5)C=6C=CC=CC6)([P](C=7C=CC=CC7)(C=8C=CC=CC8)C=9C=CC=CC9)[P](C=1C=CC=CC1)(C=1C=CC=CC1)C=1C=CC=CC1 (tetrakis(triphenylphosphine)palladium). Run in C(C)(=O)OCC (ethyl acetate). Conditions: time 10 minute. Product: C1(CC1)NC(=O)C=1C=CC(=C(C1)C=1C=C2C=NN=C(C2=CC1)N1[C@H](CCC1C)C(=O)NC(C)C)C ((2R)-1-(6-(5-(Cyclopropylcarbamoyl)-2-methylphenyl)phthalazin-1-yl)-N-isopropyl-5-methylpyrrolidine-2-carboxamide). As a reaction SMILES: [CH:1]1([NH:4][C:5](=[O:22])[C:6]2[CH:11]=[CH:10][C:9]([CH3:12])=[C:8](B3OC(C)(C)C(C)(C)O3)[CH:7]=2)[CH2:3][CH2:2]1.Br[C:24]1[CH:25]=[C:26]2[C:31](=[CH:32][CH:33]=1)[C:30]([N:34]1[CH:38]([CH3:39])[CH2:37][CH2:36][C@@H:35]1[C:40]([NH:42][CH:43]([CH3:45])[CH3:44])=[O:41])=[N:29][N:28]=[CH:27]2.C(O)C.C(=O)([O-])[O-].[K+].[K+].O>C(OCC)(=O)C.C1C=CC([P]([Pd]([P](C2C=CC=CC=2)(C2C=CC=CC=2)C2C=CC=CC=2)([P](C2C=CC=CC=2)(C2C=CC=CC=2)C2C=CC=CC=2)[P](C2C=CC=CC=2)(C2C=CC=CC=2)C2C=CC=CC=2)(C2C=CC=CC=2)C2C=CC=CC=2)=CC=1>[CH:1]1([NH:4][C:5]([C:6]2[CH:11]=[CH:10][C:9]([CH3:12])=[C:8]([C:24]3[CH:25]=[C:26]4[C:31](=[CH:32][CH:33]=3)[C:30]([N:34]3[CH:38]([CH3:39])[CH2:37][CH2:36][C@@H:35]3[C:40]([NH:42][CH:43]([CH3:45])[CH3:44])=[O:41])=[N:29][N:28]=[CH:27]4)[CH:7]=2)=[O:22])[CH2:2][CH2:3]1 |f:3.4.5,^1:65,67,86,105|. Procedure details: N-Cyclopropyl-4-methyl-3-(4,4,5,5-tetramethyl-1,3,2-dioxaborolan-2-yl)benzamide (64 mg, 212 μmol), tetrakis(triphenylphosphine)palladium (18 mg, 16 μmol), and (R)-1-(6-bromophthalazin-1-yl)-N-isopropyl-5-methylpyrrolidine-2-carboxamide (40 mg, 106 μmol) were dissolved/suspended in ethanol (2120 μl, 106 μmol) before potassium carbonate −1 M in water (424 μl, 424 μmol) was added to the vial which was then placed in the microwave for 10 min at 160° C. The reaction mixture was diluted with 75 mL of ... Reactants: O=O (oxygen), Br\C=C\1/CCC[C@@]2([C@H](CC[C@@H]12)[C@@H](C=O)C)C ((S)-2-{(E,3R,3aR,7aR)-7-(bromomethylene)-octahydro-3a-methyl-1H-indene-3-yl}propanal), Br\C=C\1/CCC[C@@]2([C@H](CC[C@@H]12)[C@@H](C=O)C)C ((S)-2-{(E,3R,3aR,7aR)-7-(bromomethylene)-octahydro-3a-methyl-1H-indene-3-yl}propanal), N1=C(C=CC=C1)C1=NC=CC=C1 (bipyridyl), C1CN2CCN1CC2 (triethylenediamine), Cl (hydrochloric acid). Reagents/catalysts: C(C)(=O)[O-].[Cu+2].C(C)(=O)[O-] (copper (II) acetate). The solvent is CN(C=O)C (dimethylformamide). Reaction conditions: temperature 80 celsius. Product: Br\C=C\1/CCC[C@@]2([C@H](CC[C@@H]12)C(C)=O)C (1-{(E,3S,3aS,7aR)-7-(bromomethylene)-octahydro-3a-methyl-1H-indene-3-yl}ethanone). The yield is 58.8%. As a reaction SMILES: [Br:1]/[CH:2]=[C:3]1\[CH2:4][CH2:5][CH2:6][C@@:7]2([CH3:16])[C@H:11]\1[CH2:10][CH2:9][C@@H:8]2[C@H:12](C)[CH:13]=O.N1C=CC=CC=1C1C=CC=CN=1.C1N2CCN(CC2)C1.[O:37]=O.Cl>CN(C)C=O.C([O-])(=O)C.[Cu+2].C([O-])(=O)C>[Br:1]/[CH:2]=[C:3]1\[CH2:4][CH2:5][CH2:6][C@@:7]2([CH3:16])[C@H:11]\1[CH2:10][CH2:9][C@@H:8]2[C:12](=[O:37])[CH3:13] |f:6.7.8|. Reported procedure: (S)-2-{(E,3R,3aR,7aR)-7-(bromomethylene)-octahydro-3a-methyl-1H-indene-3-yl}propanal (Compound 10: 43 mg, 0.151 mmol) synthesized according to the method described in Org. Lett. 2003, 5, 4859-4862 was dissolved in dimethylformamide (300 μl), and copper (II) acetate (3.1 mg, 0.0171 mmol), bipyridyl (2.8 mg, 0.0179 mmol) and triethylenediamine (17.4 mg, 0.155 mmol) were added thereto. The resulting mixture was heated to 80° C. and stirred for 4 hours with streaming oxygen. After cooling the mixtur... Starting materials: O=C([O-])[O-], CC(C)(C)OC(=O)OC(=O)OC(C)(C)C, Cc1ccccc1, Cc1ccn(-c2cc(Cl)ccc2C(O)C(F)(F)F)n1, [Cs+], [Cs+], CC(C)(C)OC(=O)NC(Cc1ccc(-c2cc(Cl)nc(N)n2)cc1)C(=O)O, C1COCCO1, O. Yields the product Cc1ccn(-c2cc(Cl)ccc2C(Oc2cc(-c3ccc(CC(NC(=O)OC(C)(C)C)C(=O)O)cc3)nc(N)n2)C(F)(F)F)n1. Reaction SMILES: [C:20](=[O:21])([O-:22])[O-:23].[C:53]([O:54][C:55]([O:56][C:57]([CH3:58])([CH3:59])[CH3:60])=[O:61])([O:62][C:63]([CH3:64])([CH3:65])[CH3:66])=[O:67].[CH3:68][c:69]1[cH:70][cH:71][cH:72][cH:73][cH:74]1.[Cl:1][c:2]1[cH:3][c:4](-[n:14]2[n:15][c:16]([CH3:19])[cH:17][cH:18]2)[c:5]([CH:8]([C:9]([F:10])([F:11])[F:12])[OH:13])[cH:6][cH:7]1.[Cs+:24].[Cs+:25].[NH2:26][c:27]1[n:28][c:29]([Cl:52])[cH:30][c:31](-[c:33]2[cH:34][cH:35][c:36]([CH2:39][CH:40]([C:41](=[O:42])[OH:43])[NH:44][C:45](=[O:46])[O:47][C:48]([CH3:49])([CH3:50])[CH3:51])[cH:37][cH:38]2)[n:32]1.[O:76]1[CH2:77][CH2:78][O:79][CH2:80][CH2:81]1.[OH2:75]>>[Cl:1][c:2]1[cH:3][c:4](-[n:14]2[n:15][c:16]([CH3:19])[cH:17][cH:18]2)[c:5]([CH:8]([C:9]([F:10])([F:11])[F:12])[O:13][c:29]2[n:28][c:27]([NH2:26])[n:32][c:31](-[c:33]3[cH:34][cH:35][c:36]([CH2:39][CH:40]([C:41](=[O:42])[OH:43])[NH:44][C:45](=[O:46])[O:47][C:48]([CH3:49])([CH3:50])[CH3:51])[cH:37][cH:38]3)[cH:30]2)[cH:6][cH:7]1. RXN SMILES: [CH2:1]([CH:5]([C:9]([OH:11])=[O:10])[C:6]([OH:8])=[O:7])[CH:2]([CH3:4])[CH3:3].[CH2:12]1[C:20]2[C:15](=[CH:16][C:17](O)=[CH:18][CH:19]=2)[CH2:14][CH2:13]1.O=P12OP3(OP(OP(O3)(O1)=O)(=O)O2)=O>C1(C)C=CC=CC=1>[CH2:12]1[C:20]2[C:15](=[CH:16][C:17]([O:7][C:6](=[O:8])[CH:5]([CH2:1][CH:2]([CH3:4])[CH3:3])[C:9]([O:11][C:17]3[CH:16]=[C:15]4[C:20](=[CH:19][CH:18]=3)[CH2:12][CH2:13][CH2:14]4)=[O:10])=[CH:18][CH:19]=2)[CH2:14][CH2:13]1. Procedure details: A total of 32 g of isobutylmalonic acid was boiled under reflux with 60 g of 5-indanol and 60 g of phosphorus pentoxide in 1000 ml of toluene. The solution was decanted from undissolved material and evaporated under reduced pressure. The brownish oily residue was chromatographed on a column of silica gel with benzene as the eluant. After evaporation under reduced pressure, the fractions containing the desired compound yielded 26.0 g of a light oil which crystallizes on standing to yield isobutyl... The reactants are C1CCC2=CC(=CC=C12)O (5-indanol), O=P12OP3(=O)OP(=O)(O1)OP(=O)(O2)O3 (phosphorus pentoxide), C(C(C)C)C(C(=O)O)C(=O)O (isobutylmalonic acid). The product is C1CCC2=CC(=CC=C12)OC(C(C(=O)OC=1C=C2CCCC2=CC1)CC(C)C)=O (isobutylmalonic acid di-5-indanyl ester). The solvent is C1(=CC=CC=C1)C (toluene). As a reaction SMILES: [CH3:22][OH:23].[Cl:3][c:4]1[c:5]([C:6](=[O:7])[O:8][CH2:9][C:10]#[CH:11])[cH:12][c:13]([F:20])[c:14]([O:16][CH2:17][C:18]#[CH:19])[cH:15]1.[ClH:21].[Na+:2].[OH-:1]>>[Cl:3][c:4]1[c:5]([C:6](=[O:7])[OH:8])[cH:12][c:13]([F:20])[c:14]([O:16][CH2:17][C:18]#[CH:19])[cH:15]1. Product: C#CCOc1cc(Cl)c(C(=O)O)cc1F. Starting materials: CO, C#CCOC(=O)c1cc(F)c(OCC#C)cc1Cl, Cl, [Na+], [OH-]. The reactants are COC(CC1=CC(=C(C=C1)OC)OC1=C(C=CC(=C1)Br)CBr)=O ([3-(5-bromo-2-bromomethyl-phenoxy)-4-methoxy-phenyl]-acetic acid methyl ester), C[C@H]1NC(O[C@H]1C1=CC=CC=C1)=O ((4R,5S)-4-methyl-5-phenyl-2-oxazolidinone). The product is COC(CC1=CC(=C(C=C1)OC)OC1=C(C=CC(=C1)Br)CN1C(O[C@H]([C@H]1C)C1=CC=CC=C1)=O)=O ({3-[5-Bromo-2-((4R,5S)-4-methyl-2-oxo-5-phenyl-oxazolidin-3-ylmethyl)-phenoxy]-4-methoxy-phenyl}-acetic acid methyl ester). Reaction SMILES: [CH3:1][O:2][C:3](=[O:23])[CH2:4][C:5]1[CH:10]=[CH:9][C:8]([O:11][CH3:12])=[C:7]([O:13][C:14]2[CH:19]=[C:18]([Br:20])[CH:17]=[CH:16][C:15]=2[CH2:21]Br)[CH:6]=1.[CH3:24][C@@H:25]1[C@H:29]([C:30]2[CH:35]=[CH:34][CH:33]=[CH:32][CH:31]=2)[O:28][C:27](=[O:36])[NH:26]1>>[CH3:1][O:2][C:3](=[O:23])[CH2:4][C:5]1[CH:10]=[CH:9][C:8]([O:11][CH3:12])=[C:7]([O:13][C:14]2[CH:19]=[C:18]([Br:20])[CH:17]=[CH:16][C:15]=2[CH2:21][N:26]2[C@H:25]([CH3:24])[C@H:29]([C:30]3[CH:35]=[CH:34][CH:33]=[CH:32][CH:31]=3)[O:28][C:27]2=[O:36])[CH:6]=1. Reported procedure: Prepared according to the procedure described in Example 6, Step 5, using the following starting materials: [3-(5-bromo-2-bromomethyl-phenoxy)-4-methoxy-phenyl]-acetic acid methyl ester and (4R,5S)-4-methyl-5-phenyl-2-oxazolidinone. Starting materials: C1(C=2C(C(=O)O1)=CC=CC2)=O (Phthalic anhydride), Cl (hydrochloric acid), [Cl-].[Al+3].[Cl-].[Cl-] (aluminum chloride), COC1=CC=C(C=C1)OC (p-dimethoxybenzene). Solvent: C(Cl)Cl (methylene chloride). Conditions: time 2 hour. Yields the product COC1=C(C(=O)C2=C(C(=O)O)C=CC=C2)C=C(C=C1)OC (2-(2' ,5'-Dimethoxybenzoyl) benzoic acid). Reaction SMILES: [C:1]1(=[O:11])[O:6][C:4](=[O:5])[C:3]2=[CH:7][CH:8]=[CH:9][CH:10]=[C:2]12.[Cl-].[Al+3].[Cl-].[Cl-].[CH3:16][O:17][C:18]1[CH:23]=[CH:22][C:21]([O:24][CH3:25])=[CH:20][CH:19]=1.Cl>C(Cl)Cl>[CH3:16][O:17][C:18]1[CH:23]=[CH:22][C:21]([O:24][CH3:25])=[CH:20][C:19]=1[C:4]([C:3]1[CH:7]=[CH:8][CH:9]=[CH:10][C:2]=1[C:1]([OH:6])=[O:11])=[O:5] |f:1.2.3.4|. Reported procedure: Phthalic anhydride (17.8 g, 0.1 mole) is suspended in 100 ml. dry methylene chloride (previously distilled over anhydrous potassium carbonate). To the suspension is added anhydrous aluminum chloride (30.5 g, 0.23 mole) in one portion. The suspension quickly became bright yellow and is stirred at room temperature for 2 hours. A solution of p-dimethoxybenzene (27.6 g, 0.2 mole) in methylene chloride (100 ml) is added slowly to the vigorously stirred solution. The reaction mixture is stirred overni...